From a dataset of the Open Reaction Database (ORD), a public repository of structured organic reaction records. describe an organic reaction: reactants, conditions, products, and yield The reactants are Cl (hydrochloric acid), [H-].[Na+] (sodium hydride), C(C)(=O)Cl (acetyl chloride), FC1=CC=C(NC=2C=C(C(=O)C3=CC=CC=C3)C=CC2C)C=C1 (3-(4-fluoroanilino)-4-methylbenzophenone), [H-].[Na+] (sodium hydride), C(C)(=O)Cl (acetyl chloride). Run in C(C)(=O)OCC (Ethyl acetate), CN(C=O)C (N,N-dimethylformamide). Run at time 4 hour. Yields the product C(C1=CC=CC=C1)(=O)C=1C=CC(=C(C1)N(C(C)=O)C1=CC=C(C=C1)F)C (N-(5-benzoyl-2-methylphenyl)-N-(4-fluorophenyl)acetamide). As a reaction SMILES: [H-].[Na+].[C:3](Cl)(=[O:5])[CH3:4].[F:7][C:8]1[CH:29]=[CH:28][C:11]([NH:12][C:13]2[CH:14]=[C:15]([CH:24]=[CH:25][C:26]=2[CH3:27])[C:16]([C:18]2[CH:23]=[CH:22][CH:21]=[CH:20][CH:19]=2)=[O:17])=[CH:10][CH:9]=1.Cl>C(OCC)(=O)C.CN(C)C=O>[C:16]([C:15]1[CH:24]=[CH:25][C:26]([CH3:27])=[C:13]([N:12]([C:11]2[CH:10]=[CH:9][C:8]([F:7])=[CH:29][CH:28]=2)[C:3](=[O:5])[CH3:4])[CH:14]=1)(=[O:17])[C:18]1[CH:23]=[CH:22][CH:21]=[CH:20][CH:19]=1 |f:0.1|. Procedure details: 60% sodium hydride 79 mg and acetyl chloride 0.14 mL were added to N,N-dimethylformamide 5.0 mL solution of 3-(4-fluoroanilino)-4-methylbenzophenone 0.50 g under ice cooling sequentially, and it was stirred at room temperature for 4 hours. After the reaction mixture was cooled to ice temperature,60% sodium hydride 79 mg and acetyl chloride 0.14 mL were added sequentially, and it was stirred at room temperature for 5 hours and 30 minutes. Ethyl acetate and 1.0 mol/L hydrochloric acid were added t... Starting materials: BrCC(=O)OCC1=CC=CC=C1 (Benzyl bromoacetate), COC=1C(NC2=C(C(C1)=O)C=CC=C2)=O (3-methoxy-2,5-dihydro-1H-[1]benzazepine-2,5-dione), [OH-].[K+] (potassium hydroxide). The reagents and catalysts are [Br-].C(CCC)[N+](CCCC)(CCCC)CCCC (tetrabutylammonium bromide). The solvent is C(C)#N (acetonitrile), C(C)(=O)OCC (ethyl acetate). Product: C(C1=CC=CC=C1)OC(=O)CN1C(C(=CC(C2=C1C=CC=C2)=O)OC)=O (1-benzyloxycarbonylmethyl-3-methoxy-2,5-dihydro-1H-[1]benzazepin-2,5-dione). As a reaction SMILES: Br[CH2:2][C:3]([O:5][CH2:6][C:7]1[CH:12]=[CH:11][CH:10]=[CH:9][CH:8]=1)=[O:4].[CH3:13][O:14][C:15]1[C:16](=[O:27])[NH:17][C:18]2[CH:26]=[CH:25][CH:24]=[CH:23][C:19]=2[C:20](=[O:22])[CH:21]=1.[OH-].[K+]>[Br-].C([N+](CCCC)(CCCC)CCCC)CCC.C(#N)C.C(OCC)(=O)C>[CH2:6]([O:5][C:3]([CH2:2][N:17]1[C:18]2[CH:26]=[CH:25][CH:24]=[CH:23][C:19]=2[C:20](=[O:22])[CH:21]=[C:15]([O:14][CH3:13])[C:16]1=[O:27])=[O:4])[C:7]1[CH:12]=[CH:11][CH:10]=[CH:9][CH:8]=1 |f:2.3,4.5|. Procedure: Benzyl bromoacetate (9.16 g, 0.04 mole) was added dropwise to a mixture of 3-methoxy-2,5-dihydro-1H-[1]benzazepine-2,5-dione [8.13 g, 0.04 mole, prepared as described in the Canadian J. Chem., 52, 610 (1974)] powdered potassium hydroxide (2.24 g, 0.04 mole) and tetrabutylammonium bromide (1.29 g, 0.004 mol) in 1 L of acetonitrile with stirring at room temperature. Upon complete addition, the suspension was stirred at room temperature for 64 hours, filtered, and the filtrate concentrated under re... The reactants are C(C1=CC=CC=C1)(=O)Cl (Benzoyl chloride), O=C[C@@H](O)[C@H](O)[C@H](O)[C@@H](O)C (L-fucose). Run in N1=CC=CC=C1 (pyridine). Conditions: time 3 hour. Yields the product C[C@H]1[C@@H](C([C@@H](C(O1)OC(=O)C2=CC=CC=C2)OC(=O)C3=CC=CC=C3)OC(=O)C4=CC=CC=C4)OC(=O)C5=CC=CC=C5 (1,2,3,4-Tetra-O-benzoyl-L-fucose). As a reaction SMILES: [C:1](Cl)(=[O:8])[C:2]1[CH:7]=[CH:6][CH:5]=[CH:4][CH:3]=1.[O:10]=[CH:11][C@H:12]([C@@H:14]([C@@H:16]([C@H:18]([CH3:20])[OH:19])[OH:17])[OH:15])[OH:13]>N1C=CC=CC=1>[CH3:20][C@@H:18]1[O:19][CH:11]([O:10][C:1]([C:2]2[CH:7]=[CH:6][CH:5]=[CH:4][CH:3]=2)=[O:8])[C@@H:12]([O:13][C:1]([C:2]2[CH:7]=[CH:6][CH:5]=[CH:4][CH:3]=2)=[O:8])[CH:14]([O:15][C:1]([C:2]2[CH:7]=[CH:6][CH:5]=[CH:4][CH:3]=2)=[O:8])[C@H:16]1[O:17][C:1]([C:2]1[CH:7]=[CH:6][CH:5]=[CH:4][CH:3]=1)=[O:8]. Procedure details: Benzoyl chloride (21.4 g, 152.3 mmol; 17.7 mL) was added dropwise to a cooled solution of L-fucose (5.0 g, 30.5 mmol) in pyridine (100 mL), at 0-5° C., and the mixture was stirred for three hours at room temperature. The mixture was poured onto ice water and extracted with ethyl acetate (EtOAc). The extracts were successively washed with ice cold dilute HCl aqueous NaHCO3, and brine, dried over anhydrous MgSO4, and concentrated. The product was used for the next step without further purification... The reactants are OC1=CC=C2CCC(C2=C1)=O (6-hydroxy-2,3-dihydro-1H-inden-1-one), N(=NC(=O)OC(C)C)C(=O)OC(C)C (diisopropyl azodicarboxylate), FCCCO (3-fluoropropanol), FCCCO (3-fluoropropan-1-ol), C1(=CC=CC=C1)P(C1=CC=CC=C1)C1=CC=CC=C1 (triphenylphosphine). Solvent: C1CCOC1 (THF). Run at time 2 day. Product: FCCCOC1=CC=C2CCC(C2=C1)=O (6-(3-Fluoropropoxy)-2,3-dihydro-1H-inden-1-one). Yield: 82.1%. As a reaction SMILES: [OH:1][C:2]1[CH:10]=[C:9]2[C:5]([CH2:6][CH2:7][C:8]2=[O:11])=[CH:4][CH:3]=1.[F:12][CH2:13][CH2:14][CH2:15]O.C1(P(C2C=CC=CC=2)C2C=CC=CC=2)C=CC=CC=1.N(C(OC(C)C)=O)=NC(OC(C)C)=O>C1COCC1>[F:12][CH2:13][CH2:14][CH2:15][O:1][C:2]1[CH:10]=[C:9]2[C:5]([CH2:6][CH2:7][C:8]2=[O:11])=[CH:4][CH:3]=1. Procedure: To a solution of 6-hydroxy-2,3-dihydro-1H-inden-1-one (3.0 g, 20 mmol) in THF (140 mL) were 3-fluoropropan-1-ol (1.67 mL, 22.3 mmol), triphenylphosphine (7.97 g, 30.4 mmol) and diisopropyl azodicarboxylate (5.98 mL, 30.4 mmol) added. The mixture was stirred at r.t. for two days. More 3-fluoropropanol (0.5 mL) was added and the mixture was heated to 45° C. After 2 h the mixture was concentrated, and the crude product was purified by flash chromatography using 0-20% EtOAc in heptane as eluent, aff... Reactants: O (Water), [OH-].[K+] (potassium hydroxide), C(#N)CC1(CCN(CC1)C(=O)OC(C)(C)C)C1=CC(=C(C=C1)C)C (tert-butyl 4-(cyanomethyl)-4-(3,4-dimethylphenyl)piperidine-1-carboxylate). Solvent: C(C)O (ethanol). Run at temperature 90 celsius. The product is C(C)(C)(C)OC(=O)N1CCC(CC1)(C1=CC(=C(C=C1)C)C)CC(=O)O ([1-(tert-butoxycarbonyl)-4-(3,4-dimethylphenyl)piperidin-4-yl]acetic acid). Reaction SMILES: [OH2:1].[OH-:2].[K+].[C:4]([CH2:6][C:7]1([C:20]2[CH:25]=[CH:24][C:23]([CH3:26])=[C:22]([CH3:27])[CH:21]=2)[CH2:12][CH2:11][N:10]([C:13]([O:15][C:16]([CH3:19])([CH3:18])[CH3:17])=[O:14])[CH2:9][CH2:8]1)#N>C(O)C>[C:16]([O:15][C:13]([N:10]1[CH2:11][CH2:12][C:7]([CH2:6][C:4]([OH:2])=[O:1])([C:20]2[CH:25]=[CH:24][C:23]([CH3:26])=[C:22]([CH3:27])[CH:21]=2)[CH2:8][CH2:9]1)=[O:14])([CH3:18])([CH3:19])[CH3:17] |f:1.2|. Procedure: Water (50 mL) and potassium hydroxide (11.9 g, 213 mmol) were added to a solution of tert-butyl 4-(cyanomethyl)-4-(3,4-dimethylphenyl)piperidine-1-carboxylate 8-4 (14.0 g, 42.6 mmol) in ethanol (200 mL). The reaction was heated at approximately 90° C. until complete conversion of starting material (as monitored by high-pressure liquid chromatography). The reaction mixture was then cooled to ambient temperature, quenched with ice cold 1 N aqueous hydrochloric acid (500 mL) and extracted with ethy... Starting materials: CCO, O=CCc1c(Cl)cccc1Cl, Cl, NO, [Na+], [OH-], O. Product: ON=C(Cl)Cc1c(Cl)cccc1Cl. Reaction SMILES: [CH3:18][CH2:19][OH:20].[Cl:6][c:7]1[c:8]([CH2:14][CH:15]=[O:16])[c:9]([Cl:13])[cH:10][cH:11][cH:12]1.[ClH:3].[NH2:4][OH:5].[Na+:2].[OH-:1].[OH2:17]>>[OH:1][N:4]=[C:15]([Cl:3])[CH2:14][c:8]1[c:7]([Cl:6])[cH:12][cH:11][cH:10][c:9]1[Cl:13]. Starting materials: C1(=CC=CC=C1)N1C(C(=C(C=C1)CC=1N=NNC1)OC)=O (1-Phenyltriazolylmethyl-3-methoxypyridine-2-one), COC=1C=CC(=CC1)P2(=S)SP(=S)(S2)C=3C=CC(=CC3)OC (Lawesson's reagent), 147a. Solvent: C1(=CC=CC=C1)C (toluene). The product is C1(=CC=CC=C1)N1C(C(=C(C=C1)CC=1N=NNC1)OC)=S (1-Phenyltriazolylmethyl-3-methoxypyridine-2-thione). The yield is 156.3%. As a reaction SMILES: [C:1]1([N:7]2[CH:12]=[CH:11][C:10]([CH2:13][C:14]3[N:15]=[N:16][NH:17][CH:18]=3)=[C:9]([O:19][CH3:20])[C:8]2=O)[CH:6]=[CH:5][CH:4]=[CH:3][CH:2]=1.COC1C=CC(P2(SP(C3C=CC(OC)=CC=3)(=S)S2)=[S:31])=CC=1>C1(C)C=CC=CC=1>[C:1]1([N:7]2[CH:12]=[CH:11][C:10]([CH2:13][C:14]3[N:15]=[N:16][NH:17][CH:18]=3)=[C:9]([O:19][CH3:20])[C:8]2=[S:31])[CH:6]=[CH:5][CH:4]=[CH:3][CH:2]=1. Reported procedure: Reaction of 151a (0.295 g, 1.04 mmol) and Lawesson's reagent (0.252 g, 0.624 mmol) in toluene (15 mL) within 12 h as described for the synthesis of 147a gave compound 153a (0.291 g, 94%) as yellow solid. 1H NMR (CDCl3, 400 MHz) δ 3.90 (3H, s), 6.04 (2H, s), 6.62-6.68 (2H, m), 7.38-7.42 (1H, m), 7.48 (2H, t, J=7.2), 7.68 (2H, d, J=8.0), 7.82 (1H, d, J=4.8), 8.53 (1H, s); 13C NMR (CDCl3, 100 MHz) δ 50.9, 56.4, 110.0, 112.0, 120.2, 122.4, 128.5, 129.3, 132.2, 136.4, 141.9, 158.7, 171.5 HRMS (EI) ca... Reaction SMILES: [C:18]([c:19]1[cH:20][cH:21][cH:22][cH:23][cH:24]1)(=[O:25])[Cl:26].[NH2:1][CH2:2][c:3]1[cH:4][cH:5][c:6](-[c:8]2[cH:9][c:10]([CH2:16][CH3:17])[c:11](=[O:15])[nH:12][c:13]2[CH3:14])[o:7]1>>[NH:1]([CH2:2][c:3]1[cH:4][cH:5][c:6](-[c:8]2[cH:9][c:10]([CH2:16][CH3:17])[c:11](=[O:15])[nH:12][c:13]2[CH3:14])[o:7]1)[C:18]([c:19]1[cH:20][cH:21][cH:22][cH:23][cH:24]1)=[O:25]. The product is CCc1cc(-c2ccc(CNC(=O)c3ccccc3)o2)c(C)[nH]c1=O. The reactants are O=C(Cl)c1ccccc1, CCc1cc(-c2ccc(CN)o2)c(C)[nH]c1=O. The reactants are CN=C=O (Methyl isocyanate), ClC1=CC=C(C(=O)C2=C(C=C(N2C)CC2=NC=C(C=C2)N)C)C=C1 ({2-{5-(4-Chlorobenzoyl)-1,4-dimethyl-1H-pyrrol-2-ylmethyl]pyridin-5-yl}amine), CN=C=O (methyl isocyanate). Solvent: C1CCOC1 (THF). Conditions: temperature 0 celsius, time 8 hour. The product is ClC1=CC=C(C(=O)C2=C(C=C(N2C)CC2=NC=C(C=C2)NC(=O)NC)C)C=C1 (1-{2-[5-(4-chlorobenzoyl)-1,4-di-methyl-1H-pyrrol-2-ylmethyl]pyridin-5-yl}-3-methylurea). Isolated yield 68.7%. As a reaction SMILES: [Cl:1][C:2]1[CH:24]=[CH:23][C:5]([C:6]([C:8]2[N:12]([CH3:13])[C:11]([CH2:14][C:15]3[CH:20]=[CH:19][C:18]([NH2:21])=[CH:17][N:16]=3)=[CH:10][C:9]=2[CH3:22])=[O:7])=[CH:4][CH:3]=1.[CH3:25][N:26]=[C:27]=[O:28]>C1COCC1>[Cl:1][C:2]1[CH:3]=[CH:4][C:5]([C:6]([C:8]2[N:12]([CH3:13])[C:11]([CH2:14][C:15]3[CH:20]=[CH:19][C:18]([NH:21][C:27]([NH:26][CH3:25])=[O:28])=[CH:17][N:16]=3)=[CH:10][C:9]=2[CH3:22])=[O:7])=[CH:23][CH:24]=1. Procedure details: {2-{5-(4-Chlorobenzoyl)-1,4-dimethyl-1H-pyrrol-2-ylmethyl]pyridin-5-yl}amine (0.3 g, 0.88 mmol) was dissolved in THF (4 ml), and the solution was cooled to 0° C. Methyl isocyanate (0.062 ml, 1.06 mmol) was added and the reaction mixture was stirred overnight at ambient temperature. Additional methyl isocyanate (0.062 ml) was added and the mixture was stirred for an additional 24 h. The reaction mixture was concentrated under vacuum and the residue was crystallized from hexane-chloroform to give ... Reaction SMILES: Br[N:2]1[C:11]2[NH:10][CH2:9][CH2:8][CH2:7][C:6]=2[CH:5]=[CH:4][CH2:3]1.[CH3:12][N:13](C=O)C>C1(C)C=CC=CC=1.[C-]#N.[Zn+2].[C-]#N.C1C=CC([P]([Pd]([P](C2C=CC=CC=2)(C2C=CC=CC=2)C2C=CC=CC=2)([P](C2C=CC=CC=2)(C2C=CC=CC=2)C2C=CC=CC=2)[P](C2C=CC=CC=2)(C2C=CC=CC=2)C2C=CC=CC=2)(C2C=CC=CC=2)C2C=CC=CC=2)=CC=1>[C:12]([N:2]1[C:11]2[NH:10][CH2:9][CH2:8][CH2:7][C:6]=2[CH:5]=[CH:4][CH2:3]1)#[N:13] |f:3.4.5,^1:32,34,53,72|. The reagents and catalysts are [C-]#N.[Zn+2].[C-]#N (zinc cyanide), C=1C=CC(=CC1)[P](C=2C=CC=CC2)(C=3C=CC=CC3)[Pd]([P](C=4C=CC=CC4)(C=5C=CC=CC5)C=6C=CC=CC6)([P](C=7C=CC=CC7)(C=8C=CC=CC8)C=9C=CC=CC9)[P](C=1C=CC=CC1)(C=1C=CC=CC1)C=1C=CC=CC1 (tetrakis(triphenylphosphine)palladium(0)). Reactants: BrN1CC=CC=2CCCNC12 (8-bromo-1,2,3,4-tetrahydronapthyridine), CN(C)C=O (DMF). Solvent: C1(=CC=CC=C1)C (toluene). Conditions: time 17 hour. Procedure details: To a solution of 0.8914 g (4.18 mmol) 33 in 20 mL DMF was added 0.2949 g (2.51 mmol) zinc cyanide and 0.4825 g (0.42 mmol) tetrakis(triphenylphosphine)palladium(0). After 17 h at 100° C., the reaction mixture was cooled to room temperature, diluted with 120 mL toluene and washed 60 mL 2N NH40H. The aqueous layer was extracted with 60 mL toluene. The combined organic layers were washed with 60 mL brine, dried over Na2SO4, filtered and concentrated in vacuo. Purification by flash chromatography (5... The product is C(#N)N1CC=CC=2CCCNC12 (8-cyano-1,2,3,4-tetrahydronapthyridine).